Dataset: the Open Reaction Database (ORD), a public repository of structured organic reaction records. Task: describe an organic reaction: reactants, conditions, products, and yield The reactants are solid, BrC1=CC(=CC=2C(=C3N(C12)CCNC3=O)C)F (6-bromo-8-fluoro-10-methyl-3,4-dihydro-2H-pyrazino[1,2-a]indol-1-one), BrC1=CC(=CC=2C(=C3N(C12)CCNC3=O)C)F (6-bromo-8-fluoro-10-methyl-3,4-dihydro-2H-pyrazino[1,2-a]indol-1-one), ClC1=C(C=C(C=C1)B(O)O)C(F)(F)F (4-chloro-3-trifluoromethyl-phenylboronic acid). Yields the product ClC1=C(C=C(C=C1)C1=CC(=CC=2C(=C3N(C12)CCNC3=O)C)F)C(F)(F)F (6-(4-Chloro-3-trifluoromethyl-phenyl)-8-fluoro-10-methyl-3,4-dihydro-2H-pyrazino[1,2-a]indol-1-one). RXN SMILES: Br[C:2]1[C:10]2[N:9]3[CH2:11][CH2:12][NH:13][C:14](=[O:15])[C:8]3=[C:7]([CH3:16])[C:6]=2[CH:5]=[C:4]([F:17])[CH:3]=1.[Cl:18][C:19]1[CH:24]=[CH:23][C:22](B(O)O)=[CH:21][C:20]=1[C:28]([F:31])([F:30])[F:29]>>[Cl:18][C:19]1[CH:24]=[CH:23][C:22]([C:2]2[C:10]3[N:9]4[CH2:11][CH2:12][NH:13][C:14](=[O:15])[C:8]4=[C:7]([CH3:16])[C:6]=3[CH:5]=[C:4]([F:17])[CH:3]=2)=[CH:21][C:20]=1[C:28]([F:29])([F:30])[F:31]. Procedure details: The title compound, light yellow solid (79 mg, 80%), MS (ISP) m/z=397.4 [(M+H)+], mp 240° C., was prepared in accordance with the general method of example 1 from 6-bromo-8-fluoro-10-methyl-3,4-dihydro-2H-pyrazino[1,2-a]indol-1-one (intermediate 14) (74.3 mg, 0.25 mmol) and commercially available 4-chloro-3-trifluoromethyl-phenylboronic acid (72.9 mg, 0.325 mmol). Reactants: P(OC)(OC)[O-] (dimethyl phosphite), [H-].[Na+] (sodium hydride), P(=O)(O)(O)C1OC(CC1)P(=O)(O)O (2,5-diphosphonotetrahydrofuran). Solvent: COC1OC(CC1)OC (2,5-dimethoxytetrahydrofuran). The product is P(=O)(O)(O)C1OC(CC1)OC (2-phosphono-5-methoxytetrahydrofuran). RXN SMILES: [P:1]([CH:5]1[CH2:9][CH2:8][CH:7](P(O)(O)=O)[O:6]1)([OH:4])([OH:3])=[O:2].P([O-])(OC)[O:15][CH3:16].[H-].[Na+]>COC1CCC(OC)O1>[P:1]([CH:5]1[CH2:9][CH2:8][CH:7]([O:15][CH3:16])[O:6]1)([OH:4])([OH:3])=[O:2] |f:2.3|. Procedure details: To make 2,5-diphosphonotetrahydrofuran (i.e. n is 2), step (a) is suitably accomplished by adding dimethyl phosphite to a cool slurry of sodium hydride in 2,5-dimethoxytetrahydrofuran under an inert atmosphere such as nitrogen or argon and heating the resulting reaction mixture to form 2-phosphono-5-methoxytetrahydrofuran as a first intermediate. Step (b) is suitably accomplished by adding bromotrimethyl silane to said first intermediate and stirring the resulting mixture under an inert atmosphe... Starting materials: C(#N)[BH3-].[Na+] (sodium cyanoborohydride), NC1=NNC2=C1C(=NC(=C2)NC(=O)N[C@H](C)C2=CC=CC=C2)COC ((R)-1-(3-amino-4-(methoxymethyl)-1H-pyrazolo[4,3-c]pyridin-6-yl)-3-(1-phenylethyl)urea), [O-]S(=O)(=O)[O-].[Mg+2] (MgSO4), C(=O)(C(F)(F)F)O (TFA), C(C)=O (acetaldehyde). The solvent is C(Cl)(Cl)Cl (chloroform), CO (MeOH). Run at time 1 hour. Product: C(C)NC1=NNC2=C1C(=NC(=C2)NC(=O)N[C@H](C)C2=CC=CC=C2)COC ((R)-1-(3-(ethylamino)-4-(methoxymethyl)-1H-pyrazolo[4,3-c]pyridin-6-yl)-3-(1-phenylethyl)urea). Reaction SMILES: [NH2:1][C:2]1[C:6]2[C:7]([CH2:23][O:24][CH3:25])=[N:8][C:9]([NH:11][C:12]([NH:14][C@@H:15]([C:17]3[CH:22]=[CH:21][CH:20]=[CH:19][CH:18]=3)[CH3:16])=[O:13])=[CH:10][C:5]=2[NH:4][N:3]=1.[O-]S([O-])(=O)=O.[Mg+2].[C:32](O)([C:34](F)(F)F)=O.C(=O)C.C([BH3-])#N.[Na+]>C(Cl)(Cl)Cl.CO>[CH2:32]([NH:1][C:2]1[C:6]2[C:7]([CH2:23][O:24][CH3:25])=[N:8][C:9]([NH:11][C:12]([NH:14][C@@H:15]([C:17]3[CH:22]=[CH:21][CH:20]=[CH:19][CH:18]=3)[CH3:16])=[O:13])=[CH:10][C:5]=2[NH:4][N:3]=1)[CH3:34] |f:1.2,5.6|. Procedure details: A solution of (R)-1-(3-amino-4-(methoxymethyl)-1H-pyrazolo[4,3-c]pyridin-6-yl)-3-(1-phenylethyl)urea (34.8 mg, 0.102 mmol) in chloroform (0.6 ml) and MeOH (0.3 ml) was charged with MgSO4 (45 mg, 0.374 mmol), TFA (24 μl, 0.312 mmol) and acetaldehyde (0.02 ml, 0.354 mmol). The mixture was stirred at RT for 1 hr, then charged with sodium cyanoborohydride (22 mg, 0.350 mmol) before it was stirred at RT for 1.5 hr. The mixture was filtered to remove insoluble matter, rinsing with MeOH and DCM and con...